Dataset: the Open Reaction Database (ORD), a public repository of structured organic reaction records. Task: describe an organic reaction: reactants, conditions, products, and yield The reactants are FC1=C(C#N)C=CC=C1 (2-fluorobenzonitrile), C(C(C)C)N (isobutylamine). Product: CC(CNC1=C(C#N)C=CC=C1)C (2-(2-Methylpropylamino)benzonitrile). Procedure details: According to a similar manner to that in Reference Example 12, the title compound was synthesized from 2-fluorobenzonitrile and isobutylamine. As a reaction SMILES: F[C:2]1[CH:9]=[CH:8][CH:7]=[CH:6][C:3]=1[C:4]#[N:5].[CH2:10]([NH2:14])[CH:11]([CH3:13])[CH3:12]>>[CH3:12][CH:11]([CH3:13])[CH2:10][NH:14][C:2]1[CH:9]=[CH:8][CH:7]=[CH:6][C:3]=1[C:4]#[N:5].